This data is from the Open Reaction Database (ORD), a public repository of structured organic reaction records. The task is: describe an organic reaction: reactants, conditions, products, and yield Starting materials: Cc1ccc(N2CCN(C(=O)c3ccc(Br)cc3S(C)(=O)=O)CC2C)c(C)c1, O=C1NCCO1. Yields the product Cc1ccc(N2CCN(C(=O)c3ccc(N4CCOC4=O)cc3S(C)(=O)=O)CC2C)c(C)c1. RXN SMILES: [Br:1][c:2]1[cH:3][c:4]([S:25](=[O:26])(=[O:27])[CH3:28])[c:5]([C:8](=[O:9])[N:10]2[CH2:11][CH:12]([CH3:24])[N:13]([c:16]3[c:17]([CH3:23])[cH:18][c:19]([CH3:22])[cH:20][cH:21]3)[CH2:14][CH2:15]2)[cH:6][cH:7]1.[O:29]1[C:30](=[O:34])[NH:31][CH2:32][CH2:33]1>>[c:2]1([N:31]2[C:30](=[O:34])[O:29][CH2:33][CH2:32]2)[cH:3][c:4]([S:25](=[O:26])(=[O:27])[CH3:28])[c:5]([C:8](=[O:9])[N:10]2[CH2:11][CH:12]([CH3:24])[N:13]([c:16]3[c:17]([CH3:23])[cH:18][c:19]([CH3:22])[cH:20][cH:21]3)[CH2:14][CH2:15]2)[cH:6][cH:7]1. The reactants are 4-N,N-dimethylaminopyridine, N (ammonia), C(C)OC1=C2C(C(=C(NC2=CC=N1)C)C(=O)N1C=NC=C1)C1=C(C=C(C#N)C=C1)OC (4-[5-Ethoxy-3-(1H-imidazol-1-ylcarbonyl)-2-methyl-1,4-dihydro-1,6-naphthyridin-4-yl]-3-methoxybenzonitrile). Run in CN(C)C=O (DMF). Reaction conditions: temperature 100 celsius. Product: C(#N)C1=CC(=C(C=C1)C1C(=C(NC2=CC=NC(=C12)OCC)C)C(=O)N)OC (4-(4-Cyano-2-methoxyphenyl)-5-ethoxy-2-methyl-1,4-dihydro-1,6-naphthyridine-3-carboxamide). RXN SMILES: [CH2:1]([O:3][C:4]1[N:13]=[CH:12][CH:11]=[C:10]2[C:5]=1[CH:6]([C:22]1[CH:29]=[CH:28][C:25]([C:26]#[N:27])=[CH:24][C:23]=1[O:30][CH3:31])[C:7]([C:15]([N:17]1C=CN=C1)=[O:16])=[C:8]([CH3:14])[NH:9]2)[CH3:2].N>CN(C=O)C>[C:26]([C:25]1[CH:28]=[CH:29][C:22]([CH:6]2[C:5]3[C:10](=[CH:11][CH:12]=[N:13][C:4]=3[O:3][CH2:1][CH3:2])[NH:9][C:8]([CH3:14])=[C:7]2[C:15]([NH2:17])=[O:16])=[C:23]([O:30][CH3:31])[CH:24]=1)#[N:27]. Procedure details: 100 mg (approx. 0.24 mmol) of the compound from Example 23A are introduced into 3 ml of DMF. Then 2.94 mg (0.024 mmol) of 4-N,N-dimethylaminopyridine and 340 μl of ammonia (28% by weight solution in water, 2.41 mmol) are added, and the mixture is heated at 100° C. for 3 h. After cooling, the crude product is directly purified by preparative HPLC (eluent: acetonitrile/water with 0.1% formic acid, gradient 20:80→95:5). 32 mg (37% of theory) of the title compound are obtained. Starting materials: NCCCN(C)C1=NC=CC=C1 (2-[N-(3-aminopropyl)-N-methylamino]pyridine), CSC1=NC=C(C(N1)=O)CC1=C(C=CC=C1)Cl (2-methylthio-5-(2-chlorobenzyl)pyrimid-4-one). Run in N1=CC=CC=C1 (pyridine). Product: CN(C1=NC=CC=C1)CCCNC1=NC=C(C(N1)=O)CC1=C(C=CC=C1)Cl (2-[3-(N-methyl-N-pyrid-2-ylamino)propylamino]-5-(2-chlorobenzyl)pyrimid-4-one). As a reaction SMILES: [NH2:1][CH2:2][CH2:3][CH2:4][N:5]([C:7]1[CH:12]=[CH:11][CH:10]=[CH:9][N:8]=1)[CH3:6].CS[C:15]1[NH:20][C:19](=[O:21])[C:18]([CH2:22][C:23]2[CH:28]=[CH:27][CH:26]=[CH:25][C:24]=2[Cl:29])=[CH:17][N:16]=1>N1C=CC=CC=1>[CH3:6][N:5]([CH2:4][CH2:3][CH2:2][NH:1][C:15]1[NH:20][C:19](=[O:21])[C:18]([CH2:22][C:23]2[CH:28]=[CH:27][CH:26]=[CH:25][C:24]=2[Cl:29])=[CH:17][N:16]=1)[C:7]1[CH:12]=[CH:11][CH:10]=[CH:9][N:8]=1. Procedure details: 2-[N-(3-aminopropyl)-N-methylamino]pyridine (0.74 g) and 2-methylthio-5-(2-chlorobenzyl)pyrimid-4-one (1.0 g) were heated together under reflux in pyridine (2.5 ml) for 28 hr. After stripping, the residue was recrystallised twice from ethanol/water to give 2-[3-(N-methyl-N-pyrid-2-ylamino)propylamino]-5-(2-chlorobenzyl)pyrimid-4-one 0.5H2O, 0.87 g (59%) mp 47°-49° C. The reactants are C(C)(C)C=1C(NC(NC1OC1=CC(=CC(=C1)C)C)=O)=O (5-isopropyl-6-(3,5-dimethylphenoxy)-2,4-pyrimidinedione), ClC=1C=C(CBr)C=C(C1)Cl (3,5-dichlorobenzyl bromide). Yields the product ClC=1C=C(CN2C(NC(C(=C2OC2=CC(=CC(=C2)C)C)C(C)C)=O)=O)C=C(C1)Cl (1-(3,5-Dichlorobenzyl)-5-isopropyl-6-(3,5-dimethylphenoxy)-2,4-pyrimidinedione). Yield: 54.2%. Reaction SMILES: [CH:1]([C:4]1[C:5](=[O:20])[NH:6][C:7](=[O:19])[NH:8][C:9]=1[O:10][C:11]1[CH:16]=[C:15]([CH3:17])[CH:14]=[C:13]([CH3:18])[CH:12]=1)([CH3:3])[CH3:2].[Cl:21][C:22]1[CH:23]=[C:24]([CH:27]=[C:28]([Cl:30])[CH:29]=1)[CH2:25]Br>>[Cl:21][C:22]1[CH:23]=[C:24]([CH:27]=[C:28]([Cl:30])[CH:29]=1)[CH2:25][N:8]1[C:9]([O:10][C:11]2[CH:12]=[C:13]([CH3:18])[CH:14]=[C:15]([CH3:17])[CH:16]=2)=[C:4]([CH:1]([CH3:3])[CH3:2])[C:5](=[O:20])[NH:6][C:7]1=[O:19]. Reported procedure: 5-isopropyl-6-(3,5-dimethylphenoxy)-2,4-pyrimidinedione and 3,5-dichlorobenzyl bromide were reacted by the same way with the example 1 to obtain the titled compound (235 mg, yield: 54.2%).